From a dataset of the Open Reaction Database (ORD), a public repository of structured organic reaction records. describe an organic reaction: reactants, conditions, products, and yield Reactants: CC1=C(C(=NO1)C1=NC=NC=C1)COC1=NC=C(C(=O)O)C=C1 (6-(5-methyl-3-pyrimidin-4-yl-isoxazol-4-ylmethoxy)-nicotinic acid), ClC=1C=C(C=CC1)C1=NOC(=C1COC1=NC=C(C(=O)O)C=C1)C (6-[3-(3-chloro-phenyl)-5-methyl-isoxazol-4-ylmethoxy]-nicotinic acid), C(C)(C)N (isopropylamine). Yields the product C(C)(C)NC(C1=CN=C(C=C1)OCC=1C(=NOC1C)C1=NC=NC=C1)=O (N-Isopropyl-6-(5-methyl-3-pyrimidin-4-yl-isoxazol-4-ylmethoxy)-nicotinamide). The yield is 73.0%. RXN SMILES: [CH3:1][C:2]1[O:6][N:5]=[C:4]([C:7]2[CH:12]=[CH:11][N:10]=[CH:9][N:8]=2)[C:3]=1[CH2:13][O:14][C:15]1[CH:23]=[CH:22][C:18]([C:19]([OH:21])=O)=[CH:17][N:16]=1.ClC1C=[C:27]([C:31]2[C:35](COC3C=CC(C(O)=O)=CN=3)=C(C)O[N:32]=2)C=CC=1.C(N)(C)C>>[CH:31]([NH:32][C:19](=[O:21])[C:18]1[CH:22]=[CH:23][C:15]([O:14][CH2:13][C:3]2[C:4]([C:7]3[CH:12]=[CH:11][N:10]=[CH:9][N:8]=3)=[N:5][O:6][C:2]=2[CH3:1])=[N:16][CH:17]=1)([CH3:35])[CH3:27]. Procedure: As described for example 98b, 6-(5-methyl-3-pyrimidin-4-yl-isoxazol-4-ylmethoxy)-nicotinic acid (19 mg, 0.06 mmol) was converted, instead of 6-[3-(3-chloro-phenyl)-5-methyl-isoxazol-4-ylmethoxy]-nicotinic acid, using isopropylamine instead of 2,2,2-trifluoroethylamine, to the title compound (16 mg, 73%) which was obtained as a white solid. MS: m/e=354.3 [M+H]+. Starting materials: C(C)(C)(C)OC(=O)NC1CNCC1 (3-(tert-butoxycarbonylamino)pyrrolidine), C(C)(C)(C)OC(=O)NC1CN(CCC1)S(=O)(=O)C=1C=2C(=CN=CC2C=CC1)C ((R/S)-3-(tert-Butoxycarbonylamino)-1-(4-methyl-5-isoquinolinesulfonyl)-piperidine), CC1=CN=CC=2C=CC=C(C12)S(=O)(=O)Cl (4-methyl-5-isoquinolinesulfonyl chloride). Product: NC1CN(CCC1)S(=O)(=O)C=1C=2C(=CN=CC2C=CC1)C ((R/S)-3-Amino-1-(4-methyl-5-isoquinolinesulfonyl)piperidine), Cl (hydrochloride). Reaction SMILES: C(OC([NH:8][CH:9]1[CH2:14][CH2:13][CH2:12][N:11]([S:15]([C:18]2[C:19]3[C:20]([CH3:28])=[CH:21][N:22]=[CH:23][C:24]=3[CH:25]=[CH:26][CH:27]=2)(=[O:17])=[O:16])[CH2:10]1)=O)(C)(C)C.CC1C2C(S([Cl:43])(=O)=O)=CC=CC=2C=NC=1.C(OC(NC1CCNC1)=O)(C)(C)C>>[NH2:8][CH:9]1[CH2:14][CH2:13][CH2:12][N:11]([S:15]([C:18]2[C:19]3[C:20]([CH3:28])=[CH:21][N:22]=[CH:23][C:24]=3[CH:25]=[CH:26][CH:27]=2)(=[O:17])=[O:16])[CH2:10]1.[ClH:43]. Reported procedure: (R/S)-3-(tert-Butoxycarbonylamino)-1-(4-methyl-5-isoquinolinesulfonyl)-piperidine can be prepared by using 4-methyl-5-isoquinolinesulfonyl chloride instead of 4-bromo-5-isoquinolinesulfonyl chloride, and 3-(tert-butoxycarbonylamino)pyrrolidine instead of (S)-3-(tert-butoxycarbonylamino)pyrrolidine in the method of Example 1-1, and then the protective group of the resultant can be removed according to the method described in Example 1-1, Step B to obtain the title compound as hydrochloride. Starting materials: NC(=O)CC(=O)Nc1ccc(OCc2ccccc2)cc1, CO, [Pd]. Product: NC(=O)CC(=O)Nc1ccc(O)cc1. Reaction SMILES: [CH2:1]([c:2]1[cH:3][cH:4][cH:5][cH:6][cH:7]1)[O:8][c:9]1[cH:10][cH:11][c:12]([NH:15][C:16]([CH2:17][C:18](=[O:19])[NH2:20])=[O:21])[cH:13][cH:14]1.[CH3:22][OH:23].[Pd:24]>>[OH:8][c:9]1[cH:10][cH:11][c:12]([NH:15][C:16]([CH2:17][C:18](=[O:19])[NH2:20])=[O:21])[cH:13][cH:14]1. Starting materials: C(C1=CC=CC=C1)OC1=CC(N(C=C1)CC(=O)C1=CC=C(C=C1)CO)=O (4-Benzyloxy-1-[2-(4-hydroxymethyl-phenyl)-2-oxo-ethyl]-1H-pyridin-2-one), ClC=1C=CC(=NC1)COC1=CC(NN=C1)=O (5-(5-chloro-pyridin-2-ylmethoxy)-2H-pyridazin-3-one), BrCC(=O)C1=CC=C(C=C1)CO (2-Bromo-1-(4-hydroxymethyl-phenyl)-ethanone). Product: ClC=1C=CC(=NC1)COC1=CC(N(N=C1)CC(=O)C1=CC=C(C=C1)CO)=O (5-(5-Chloro-pyridin-2-ylmethoxy)-2-[2-(4-hydroxymethyl-phenyl)-2-oxo-ethyl]-2H-pyridazin-3-one). Reaction SMILES: C(OC1C=CN([CH2:15][C:16]([C:18]2[CH:23]=[CH:22][C:21]([CH2:24][OH:25])=[CH:20][CH:19]=2)=[O:17])C(=O)C=1)C1C=CC=CC=1.[Cl:27][C:28]1[CH:29]=[CH:30][C:31]([CH2:34][O:35][C:36]2[CH:41]=[N:40][NH:39][C:38](=[O:42])[CH:37]=2)=[N:32][CH:33]=1.BrCC(C1C=CC(CO)=CC=1)=O>>[Cl:27][C:28]1[CH:29]=[CH:30][C:31]([CH2:34][O:35][C:36]2[CH:41]=[N:40][N:39]([CH2:15][C:16]([C:18]3[CH:23]=[CH:22][C:21]([CH2:24][OH:25])=[CH:20][CH:19]=3)=[O:17])[C:38](=[O:42])[CH:37]=2)=[N:32][CH:33]=1. Reported procedure: 5-(5-Chloro-pyridin-2-ylmethoxy)-2-[2-(4-hydroxymethyl-phenyl)-2-oxo-ethyl]-2H-pyridazin-3-one is prepared following preparation 15b from 450 mg (1.89 mmol) 5-(5-chloro-pyridin-2-ylmethoxy)-2H-pyridazin-3-one (preparation 18b) and 477 mg (2.08 mmol) 2-bromo-1-(4-hydroxymethyl-phenyl)-ethanone (preparation 15a). Reactants: CC1(OB(OC1(C)C)C=1C(=NC=CC1)N)C (3-(4,4,5,5-tetramethyl-1,3,2-dioxaborolan-2-yl)pyridin-2-amine), BrC1=CC(=C(C(=O)OC(C)(C)C)C=C1)F (tert-butyl 4-bromo-2-fluorobenzoate), Na2CO3aqueous solution. Reagents/catalysts: C=1C=CC(=CC1)[P](C=2C=CC=CC2)(C=3C=CC=CC3)[Pd]([P](C=4C=CC=CC4)(C=5C=CC=CC5)C=6C=CC=CC6)([P](C=7C=CC=CC7)(C=8C=CC=CC8)C=9C=CC=CC9)[P](C=1C=CC=CC1)(C=1C=CC=CC1)C=1C=CC=CC1 (Pd(PPh3)4). Run in C(CCC)O (n-butanol), C(C)(=O)OCC (ethyl acetate). Reaction conditions: temperature 130 celsius. Product: NC1=NC=CC=C1C1=CC(=C(C(=O)OC(C)(C)C)C=C1)F (tert-butyl 4-(2-aminopyridin-3-yl)-2-fluorobenzoate). Isolated yield 42.9%. Reaction SMILES: CC1(C)C(C)(C)OB([C:9]2[C:10]([NH2:15])=[N:11][CH:12]=[CH:13][CH:14]=2)O1.Br[C:18]1[CH:30]=[CH:29][C:21]([C:22]([O:24][C:25]([CH3:28])([CH3:27])[CH3:26])=[O:23])=[C:20]([F:31])[CH:19]=1>C(O)CCC.C(OCC)(=O)C.C1C=CC([P]([Pd]([P](C2C=CC=CC=2)(C2C=CC=CC=2)C2C=CC=CC=2)([P](C2C=CC=CC=2)(C2C=CC=CC=2)C2C=CC=CC=2)[P](C2C=CC=CC=2)(C2C=CC=CC=2)C2C=CC=CC=2)(C2C=CC=CC=2)C2C=CC=CC=2)=CC=1>[NH2:15][C:10]1[C:9]([C:18]2[CH:30]=[CH:29][C:21]([C:22]([O:24][C:25]([CH3:28])([CH3:26])[CH3:27])=[O:23])=[C:20]([F:31])[CH:19]=2)=[CH:14][CH:13]=[CH:12][N:11]=1 |^1:46,48,67,86|. Procedure details: A degassed mixture of 3-(4,4,5,5-tetramethyl-1,3,2-dioxaborolan-2-yl)pyridin-2-amine (2.4 g, 10.91 mmol), tert-butyl 4-bromo-2-fluorobenzoate (3.30 g, 12.00 mmol), Pd(PPh3)4 (0.63 mg, 0.0.545 mmol), 2.0 M Na2CO3aqueous solution (10.91 mL) in n-butanol (26 mL) was microwave heated to 130° C. for 10 min. The reaction was diluted with ethyl acetate (30 mL), and then washed with water (10 mL) and brine (10 mL). The organics were dried over sodium sulfate, filtered, concentrated, and then purified by... The reactants are CN(C(C)C=1C=C(C=CC1)O)C (3-[1-(dimethylamino)ethyl]phenol), N-ethyl-N-methyl-4-nitrophenyl carbamate, C([O-])([O-])=O.[K+].[K+] (potassium carbonate). Run in CS(=O)C (dimethyl sulfoxide). Conditions: time 35 hour. The product is CN(C(C)C=1C=C(C=CC1)OC(N(C)CC)=O)C (ethylmethylcarbamic acid 3-[1-(dimethylamino)ethyl]phenyl ester). RXN SMILES: [CH3:1][N:2]([CH3:12])[CH:3]([C:5]1[CH:6]=[C:7]([OH:11])[CH:8]=[CH:9][CH:10]=1)[CH3:4].[C:13](=[O:16])([O-])[O-].[K+].[K+]>CS(C)=O>[CH3:12][N:2]([CH3:1])[CH:3]([C:5]1[CH:6]=[C:7]([O:11][C:13](=[O:16])[N:2]([CH2:3][CH3:4])[CH3:1])[CH:8]=[CH:9][CH:10]=1)[CH3:4] |f:1.2.3|. Procedure details: The process of the present invention for example involves reacting 3-[1-(dimethylamino)ethyl]phenol with N-ethyl-N-methyl-4-nitrophenyl carbamate in the presence of potassium carbonate and dimethyl sulfoxide at a temperature ranging from about 80° C. to about 120° C. for about 30 to 40 hours, to form racemate of ethylmethylcarbamic acid 3-[1-(dimethylamino)ethyl]phenyl ester in the free base form. This racemate is then resolved to obtain the (S)-ethylmethylcarbamic acid 3-[1-(dimethylamino)ethyl... Starting materials: C(C1=CC=CC=C1)N1CC=CC1 (1-benzyl-3-pyrroline), CS(=O)(=O)O (methanesulfonic acid), O (water), C1=CC(=CC(=C1)Cl)C(=O)OO (m-CPBA). The solvent is CC(=O)C (acetone). The product is C(C1=CC=CC=C1)N1CC(C(C1)O)O (1-benzyl-3,4-dihydroxypyrrolidine). Yield: 85.9%. RXN SMILES: [CH2:1]([N:8]1[CH2:12][CH:11]=[CH:10][CH2:9]1)[C:2]1[CH:7]=[CH:6][CH:5]=[CH:4][CH:3]=1.CS(O)(=O)=[O:15].[OH2:18].C1C=C(Cl)C=C(C(OO)=O)C=1>CC(C)=O>[CH2:1]([N:8]1[CH2:12][CH:11]([OH:18])[CH:10]([OH:15])[CH2:9]1)[C:2]1[CH:7]=[CH:6][CH:5]=[CH:4][CH:3]=1. Reported procedure: To a solution of 15.9 g (0.1 mol) of 1-benzyl-3-pyrroline, 13.1 g (0.24 mol) of methanesulfonic acid (produced by Tokyo Chemical Industry Co., Ltd.), 15.0 g of water, and 60.0 g of acetone in a round flask reactor, 31.1 g (0.13 mol) of 70% m-CPBA (m-chloroperbenzoic acid produced by Tokyo Chemical Industry Co., Ltd.) was added with stirring and allowed to react for 10 hours at 40° C. without irradiation by lamps. After completion, acetone was evaporated under reduced pressure, neutralized by NaO...